This data is from the Open Reaction Database (ORD), a public repository of structured organic reaction records. The task is: describe an organic reaction: reactants, conditions, products, and yield Starting materials: ClC1=C(C(C2=CC=CC=C2C1=O)=O)N1CCNCC1 (3-chloro-2-piperazinyl-1,4-naphthoquinone), FC(C1=C(C=CC=C1)S(=O)(=O)Cl)(F)F (2-trifluoromethylbenzenesulfonyl chloride). Product: ClC1=C(C(C2=CC=CC=C2C1=O)=O)N1CCN(CC1)S(=O)(=O)C1=C(C=CC=C1)C(F)(F)F (1-(3-Chloro-1,4-dihydro-1,4-dioxo-2-naphthalenyl)-4-[[2-(trifluoromethyl)phenyl]sulfonyl]piperazine). As a reaction SMILES: [Cl:1][C:2]1[C:11](=[O:12])[C:10]2[C:5](=[CH:6][CH:7]=[CH:8][CH:9]=2)[C:4](=[O:13])[C:3]=1[N:14]1[CH2:19][CH2:18][NH:17][CH2:16][CH2:15]1.[F:20][C:21]([F:33])([F:32])[C:22]1[CH:27]=[CH:26][CH:25]=[CH:24][C:23]=1[S:28](Cl)(=[O:30])=[O:29]>>[Cl:1][C:2]1[C:11](=[O:12])[C:10]2[C:5](=[CH:6][CH:7]=[CH:8][CH:9]=2)[C:4](=[O:13])[C:3]=1[N:14]1[CH2:19][CH2:18][N:17]([S:28]([C:23]2[CH:24]=[CH:25][CH:26]=[CH:27][C:22]=2[C:21]([F:20])([F:32])[F:33])(=[O:30])=[O:29])[CH2:16][CH2:15]1. Procedure details: A 1.5 g portion of 3-chloro-2-piperazinyl-1,4-naphthoquinone and 1.26 g of 2-trifluoromethylbenzenesulfonyl chloride were reacted as described in Example 56, giving 1.53 g of the desired product, mp 122-124°C.